From a dataset of the Open Reaction Database (ORD), a public repository of structured organic reaction records. describe an organic reaction: reactants, conditions, products, and yield The reactants are FC(C=1C=C(C=CC1)C1=NSC(=C1)C(=O)OC)(F)F (methyl 3-(3-trifluoromethylphenyl)-5-isothiazolecarboxylate), Cl (hydrochloric acid), FC(C=1C=C(C=CC1)C1=NSC(=C1)C(=O)[O-])(F)F (3-(3-trifluoromethylphenyl)-5-isothiazolecarboxylate), alcohol, [OH-].[K+] (potassium hydroxide). The product is FC(C=1C=C(C=CC1)C1=NSC(=C1)C(=O)O)(F)F (3-(3-trifluoromethylphenyl)-5-isothiazolecarboxylic acid). Isolated yield 85.0%. As a reaction SMILES: [F:1][C:2]([F:19])([F:18])[C:3]1[CH:4]=[C:5]([C:9]2[CH:13]=[C:12]([C:14]([O:16]C)=[O:15])[S:11][N:10]=2)[CH:6]=[CH:7][CH:8]=1.[OH-].[K+].Cl.FC(F)(F)C1C=C(C2C=C(C([O-])=O)SN=2)C=CC=1>>[F:19][C:2]([F:1])([F:18])[C:3]1[CH:4]=[C:5]([C:9]2[CH:13]=[C:12]([C:14]([OH:16])=[O:15])[S:11][N:10]=2)[CH:6]=[CH:7][CH:8]=1 |f:1.2|. Reported procedure: A solution of 1.6 g. of methyl 3-(3-trifluoromethylphenyl)-5-isothiazolecarboxylate in 30 ml. of 95% alcohol containing 1.0 g. of potassium hydroxide was heated at reflux for one hour. The reaction mixture then was added to 50 g. of ice, and the aqueous solution was acidified by the addition of 12 N aqueous hydrochloric acid. The product which precipitated was collected by filtration and crystallized from toluene and hexane to provide 1.3 g. of 3-(3-trifluoromethylphenyl)-5-isothiazolecarboxylat...